Dataset: the Open Reaction Database (ORD), a public repository of structured organic reaction records. Task: describe an organic reaction: reactants, conditions, products, and yield The reactants are C(C)(C)(C)N (tertbutylamine), C(C)(=O)OC(C)C1=CC=CC=2C=C(OC21)C(CBr)=O (7-(1'-acetoxyethyl)-2-bromoacetylbenzofuran). Solvent: C(C)OCC (diethyl ether). Run at time 20 hour. Product: C(C)(C)(C)NCC(=O)CNC(C)(C)C ((tertbutylaminomethyl) ketone). As a reaction SMILES: [C:1]([NH2:5])([CH3:4])([CH3:3])[CH3:2].C(OC(C1C2O[C:18]([C:21](=[O:24])[CH2:22]Br)=CC=2C=CC=1)C)(=O)C>C(OCC)C>[C:1]([NH:5][CH2:18][C:21]([CH2:22][NH:5][C:1]([CH3:4])([CH3:3])[CH3:2])=[O:24])([CH3:4])([CH3:3])[CH3:2]. Reported procedure: 0.9 g of tertbutylamine was added dropwise at 10°C at a stirred solution of 0.975 g of 7-(1'-acetoxyethyl)-2-bromoacetylbenzofuran (prepared as described in the penultimate paragraph of part A of Example 1) in 20 ml of dry diethyl ether. The mixture was then allowed to stand at 0°C for 20 hours. The cold solution was filtered and the filtrate extracted with dilute hydrochloric acid. The acidic extract was made basic with dilute aqueous sodium hydroxide solution and extracted twice with diethyl e...